This data is from the Open Reaction Database (ORD), a public repository of structured organic reaction records. The task is: describe an organic reaction: reactants, conditions, products, and yield Reactants: CN1C(=CC2=C(C=CC(=C12)O)C)C(=O)OCC (ethyl 1,4-dimethyl-7-hydroxy-2-indolecarboxylate), C([O-])([O-])=O.[K+].[K+] (potassium carbonate), [I-].[K+] (potassium iodide). Run in CN(C=O)C (dimethylformamide). Run at time 2 hour. The product is CN1C(=CC2=C(C=CC(=C12)OC)C)C(=O)OCC (ethyl 1,4-dimethyl-7-methoxy-2-indolecarboxylate). Yield: 83.7%. RXN SMILES: [CH3:1][N:2]1[C:10]2[C:5](=[C:6]([CH3:12])[CH:7]=[CH:8][C:9]=2[OH:11])[CH:4]=[C:3]1[C:13]([O:15][CH2:16][CH3:17])=[O:14].[C:18](=O)([O-])[O-].[K+].[K+].[I-].[K+]>CN(C)C=O>[CH3:1][N:2]1[C:10]2[C:5](=[C:6]([CH3:12])[CH:7]=[CH:8][C:9]=2[O:11][CH3:18])[CH:4]=[C:3]1[C:13]([O:15][CH2:16][CH3:17])=[O:14] |f:1.2.3,4.5|. Reported procedure: A mixture of 3.50 g (15.5 mmol) of ethyl 1,4-dimethyl-7-hydroxy-2-indolecarboxylate, 4.14 g (30.0 mmol) of potassium carbonate, 4.26 g (30.0 mmol) of potassium iodide and dimethylformamide was stirred at room temperature for 2 hours. The reaction mixture was poured onto ice water followed by extraction with ethyl acetate. The extract was washed with saturated sodium chloride aqueous solution and dried over anhydrous magnesium sulfate. The solvent was distilled off under reduced pressure. The res... The reactants are C(C)(OC)(OC)OC (trimethyl orthoacetate), CC(=CCO)C (3-methylbut-2-enol), C1(=CC=CC=C1)O (phenol). The solvent is CO (methanol). Product: CC(CC(=O)OC)(C=C)C (methyl 3,3-dimethylpent-4-enoate). The yield is 39.9%. As a reaction SMILES: [C:1](OC)([O:5][CH3:6])([O:3]C)[CH3:2].[CH3:9][C:10]([CH3:14])=[CH:11][CH2:12]O.C1(O)C=CC=CC=1>CO>[CH3:9][C:10]([CH3:14])([CH:11]=[CH2:12])[CH2:2][C:1]([O:5][CH3:6])=[O:3]. Procedure details: A mixture of trimethyl orthoacetate (120 g; 1 mole), 3-methylbut-2-enol (21.5 g; 0.25 mole) and phenol (1.4 g; 0.015 mole) was placed in a flask equipped with a stirrer and a 10 cm fractionating column packed with Fenske rings. The mixture was heated, with stirring, to a temperature of 95°-110° C. and maintained at this temperature for a period of 2 hours while the methanol formed was collected by distillation. The excess trimethyl orthoacetate was distilled from the reaction mixture over a peri... Reactants: C(CCC)[Li] (n-Butyllithium), C(C1=CC=CC=C1)[C@@H]1NC(OC1)=O ((S)-4-benzyl oxazolidinone), COC1=CC=C(C=C1)CC(=O)Cl (p-methoxyphenyl acetyl chloride). Run in C1CCOC1 (THF), C1CCOC1 (THF). Conditions: time 30 minute. Yields the product C(C1=CC=CC=C1)[C@@H]1N(C(OC1)=O)C(CC1=CC=C(C=C1)OC)=O ((S)-4-benzyl-3-(2-(4-methoxyphenyl)acetyl)oxazolidin-2-one). Isolated yield 82.0%. RXN SMILES: C([Li])CCC.[CH2:6]([C@H:13]1[CH2:17][O:16][C:15](=[O:18])[NH:14]1)[C:7]1[CH:12]=[CH:11][CH:10]=[CH:9][CH:8]=1.[CH3:19][O:20][C:21]1[CH:26]=[CH:25][C:24]([CH2:27][C:28](Cl)=[O:29])=[CH:23][CH:22]=1>C1COCC1>[CH2:6]([C@H:13]1[CH2:17][O:16][C:15](=[O:18])[N:14]1[C:28](=[O:29])[CH2:27][C:24]1[CH:25]=[CH:26][C:21]([O:20][CH3:19])=[CH:22][CH:23]=1)[C:7]1[CH:8]=[CH:9][CH:10]=[CH:11][CH:12]=1. Procedure details: n-Butyllithium (15.4 ml, 24.7 mmol, 1.6 M) was added to a solution of (S)-4-benzyl oxazolidinone (4.00 g, 22.5 mmol) in dry THF (100 ml) at −78° C. and stirred for 30 min. Then p-methoxyphenyl acetyl chloride (6.50 ml, 29.3 mmol) in THF (50 ml) was added to the reaction mixture at −78° C. The reaction mixture was allowed to warm up to room temperature and stirred overnight. It was then quenched with saturated ammonium chloride solution (50 ml) and extracted with ethyl acetate (3×50 ml). The crud... The reactants are stock solution, NCCC1=CC=C(C=C1)C1=CC=C(C=C1)C(CNS(=O)(=O)C(C)C)C (N-2-(4-(4-(2-aminoethyl)phenyl)phenyl)propyl 2-propanesulfonamide), C(C1=CC=CC=C1)(=O)Cl (benzoyl chloride). Product: C(C1=CC=CC=C1)(=O)NCCC1=CC=C(C=C1)C1=CC=C(C=C1)C(CNS(=O)(=O)C(C)C)C (N-2-(4-(4-(2-(benzamido)ethyl)phenyl)phenyl)propyl 2-propanesulfonamide). Reaction SMILES: [NH2:1][CH2:2][CH2:3][C:4]1[CH:9]=[CH:8][C:7]([C:10]2[CH:15]=[CH:14][C:13]([CH:16]([CH3:25])[CH2:17][NH:18][S:19]([CH:22]([CH3:24])[CH3:23])(=[O:21])=[O:20])=[CH:12][CH:11]=2)=[CH:6][CH:5]=1.[C:26](Cl)(=[O:33])[C:27]1[CH:32]=[CH:31][CH:30]=[CH:29][CH:28]=1>>[C:26]([NH:1][CH2:2][CH2:3][C:4]1[CH:5]=[CH:6][C:7]([C:10]2[CH:15]=[CH:14][C:13]([CH:16]([CH3:25])[CH2:17][NH:18][S:19]([CH:22]([CH3:24])[CH3:23])(=[O:21])=[O:20])=[CH:12][CH:11]=2)=[CH:8][CH:9]=1)(=[O:33])[C:27]1[CH:32]=[CH:31][CH:30]=[CH:29][CH:28]=1. Reported procedure: The title compound was prepared following the method of Example 147 and using 1 mL of a stock solution of 0.6 g (1.8 mmol) of material from Example 50 and 15 μL (0.11 mmol) benzoyl chloride. NMR was consistent with the proposed compound. The reactants are CC=1SC2=C(N1)C=C(C=C2)C=O (2-methyl-1,3-benzothiazole-5-carbaldehyde), O1CCCC1 (tetrahydrofuran), [OH-].[Na+] (sodium hydroxide). Reagents/catalysts: [N+](=O)([O-])[O-].[Ag+] (silver nitrate). Run in O (water), O (water). Reaction conditions: time 30 minute. Yields the product CC=1SC2=C(N1)C=C(C=C2)C(=O)OC (methyl 2-methyl-1,3-benzothiazole-5-carboxylate). Reaction SMILES: [OH-].[Na+].[CH3:3][C:4]1[S:5][C:6]2[CH:12]=[CH:11][C:10]([CH:13]=[O:14])=[CH:9][C:7]=2[N:8]=1.[O:15]1CCC[CH2:16]1>O.[N+]([O-])([O-])=O.[Ag+]>[CH3:3][C:4]1[S:5][C:6]2[CH:12]=[CH:11][C:10]([C:13]([O:15][CH3:16])=[O:14])=[CH:9][C:7]=2[N:8]=1 |f:0.1,5.6|. Procedure: 3.83 g of silver nitrate was dissolved in 10 mL of water, to which a solution of 1.81 g of sodium hydroxide in 10 mL of water was added dropwise and then a solution of 2.00 g of 2-methyl-1,3-benzothiazole-5-carbaldehyde in 20 mL of tetrahydrofuran was added dropwise at room temperature, and this solution was stirred for 30 minutes at the same temperature. The reaction mixture was filtered through Celite, and 6M hydrochloric acid was added to the filtrate to adjust its pH value to 3.5 followed by... Reactants: CCCCCC(O)C=CC1C=C(SC)C(=O)C1=CCCCCCC(=O)OC, CC(C)=O, CCOC(C)=O, Cl, [NH4+], [NH4+], O=P([O-])([O-])[O-], O=S(=O)([O-])[O-]. Product: CCCCCC(O)C=CC1C=C(SC)C(=O)C1=CCCCCCC(=O)O. As a reaction SMILES: [CH3:1][S:2][C:3]1=[CH:7][CH:6]([CH:8]=[CH:9][CH:10]([CH2:11][CH2:12][CH2:13][CH2:14][CH3:15])[OH:16])[C:5](=[CH:17][CH2:18][CH2:19][CH2:20][CH2:21][CH2:22][C:23](=[O:24])[O:25][CH3:26])[C:4]1=[O:27].[CH3:41][C:42](=[O:43])[CH3:44].[CH3:45][CH2:46][O:47][C:48](=[O:49])[CH3:50].[ClH:33].[NH4+:34].[NH4+:35].[O-:28][P:29](=[O:30])([O-:31])[O-:32].[O-:36][S:37](=[O:38])(=[O:39])[O-:40]>>[CH3:1][S:2][C:3]1=[CH:7][CH:6]([CH:8]=[CH:9][CH:10]([CH2:11][CH2:12][CH2:13][CH2:14][CH3:15])[OH:16])[C:5](=[CH:17][CH2:18][CH2:19][CH2:20][CH2:21][CH2:22][C:23](=[O:24])[OH:25])[C:4]1=[O:27]. Reactants: CCCCCCCN(Cc1cccc(OC)c1OC)C(=O)COc1ccc(CC(OCC)C(=O)OCC)cc1, CC#N, Cl, [Li+], [OH-]. Yields the product CCCCCCCN(Cc1cccc(OC)c1OC)C(=O)COc1ccc(CC(OCC)C(=O)O)cc1. As a reaction SMILES: [CH2:1]([CH3:2])[O:3][C:4]([CH:5]([CH2:6][c:7]1[cH:8][cH:9][c:10]([O:13][CH2:14][C:15](=[O:16])[N:17]([CH2:18][CH2:19][CH2:20][CH2:21][CH2:22][CH2:23][CH3:24])[CH2:25][c:26]2[c:27]([O:34][CH3:35])[c:28]([O:32][CH3:33])[cH:29][cH:30][cH:31]2)[cH:11][cH:12]1)[O:36][CH2:37][CH3:38])=[O:39].[CH3:43][C:44]#[N:45].[ClH:42].[Li+:41].[OH-:40]>>[O:3]=[C:4]([CH:5]([CH2:6][c:7]1[cH:8][cH:9][c:10]([O:13][CH2:14][C:15](=[O:16])[N:17]([CH2:18][CH2:19][CH2:20][CH2:21][CH2:22][CH2:23][CH3:24])[CH2:25][c:26]2[c:27]([O:34][CH3:35])[c:28]([O:32][CH3:33])[cH:29][cH:30][cH:31]2)[cH:11][cH:12]1)[O:36][CH2:37][CH3:38])[OH:39]. Reactants: CC(=O)OCC1=C(N2[C@@H]([C@@H](C2=O)N)SC1)C(=O)O (7-amino-cephalosporanic acid), solution, CN1CCOCC1 (N-methyl-morpholine), solution, ClC(=O)OCC(C)C (isobutyl chloroformate), C(C1=CC=CC=C1)(C1=CC=CC=C1)(C1=CC=CC=C1)NC=1SC=C(N1)CC(=O)O (2-tritylamino-4-thiazolyl-acetic acid), solution, CN1CCOCC1 (N-methyl-morpholine). The solvent is O1CCCC1 (tetrahydrofuran), O (water), O1CCCC1 (tetrahydrofuran), O1CCCC1 (tetrahydrofuran), O1CCCC1 (tetrahydrofuran). Run at temperature -20 celsius. The product is C(C1=CC=CC=C1)(C1=CC=CC=C1)(C1=CC=CC=C1)NC=1SC=C(N1)CC(=O)NC1[C@@H]2N(C(=C(CS2)COC(C)=O)C(=O)O)C1=O (7-[2-(2-tritylamino-4-thiazolyl)-acetamido]-3-acetoxy methyl-ceph-3-eme-4-carboxylic acid). Yield: 88.7%. RXN SMILES: [C:1]([NH:20][C:21]1[S:22][CH:23]=[C:24]([CH2:26][C:27](O)=[O:28])[N:25]=1)([C:14]1[CH:19]=[CH:18][CH:17]=[CH:16][CH:15]=1)([C:8]1[CH:13]=[CH:12][CH:11]=[CH:10][CH:9]=1)[C:2]1[CH:7]=[CH:6][CH:5]=[CH:4][CH:3]=1.CN1CCOCC1.ClC(OCC(C)C)=O.[CH3:45][C:46]([O:48][CH2:49][C:50]1[CH2:59][S:58][C@@H:53]2[C@H:54]([NH2:57])[C:55](=[O:56])[N:52]2[C:51]=1[C:60]([OH:62])=[O:61])=[O:47]>O1CCCC1.O>[C:1]([NH:20][C:21]1[S:22][CH:23]=[C:24]([CH2:26][C:27]([NH:57][CH:54]2[C:55](=[O:56])[N:52]3[C:51]([C:60]([OH:62])=[O:61])=[C:50]([CH2:49][O:48][C:46](=[O:47])[CH3:45])[CH2:59][S:58][C@H:53]23)=[O:28])[N:25]=1)([C:8]1[CH:13]=[CH:12][CH:11]=[CH:10][CH:9]=1)([C:2]1[CH:7]=[CH:6][CH:5]=[CH:4][CH:3]=1)[C:14]1[CH:19]=[CH:18][CH:17]=[CH:16][CH:15]=1. Procedure details: A mixture of 801 mg of 2-tritylamino-4-thiazolyl-acetic acid, 10 ml of dry tetrahydrofuran and 2 ml of 1M solution of N-methyl-morpholine in tetrahydrofuran was stirred and cooled to -20° C and 2 ml of a 1M solution of isobutyl chloroformate in tetrahydrofuran were slowly added thereto. The mixture was stirred and then a solution of 544 mg of 7-amino-cephalosporanic acid in 24 ml of a 1 M solution of N-methyl-morpholine in tetrahydrofuran and 10 ml of water was added thereto. The mixture was sti...